From a dataset of the Open Reaction Database (ORD), a public repository of structured organic reaction records. describe an organic reaction: reactants, conditions, products, and yield Reactants: BrC1=NC(=C2N1C1=CC(=CC(=C1N=C2C)F)OC)C (1-Bromo-6-fluoro-8-methoxy-3,4-dimethylimidazo[1,5-a]quinoxaline), CC1=C(C=CC=C1)B(O)O (2-methylphenylboronic acid), C(=O)([O-])[O-].[K+].[K+] (K2CO3). Reagents/catalysts: C=1C=CC(=CC1)[P](C=2C=CC=CC2)(C=3C=CC=CC3)[Pd]([P](C=4C=CC=CC4)(C=5C=CC=CC5)C=6C=CC=CC6)([P](C=7C=CC=CC7)(C=8C=CC=CC8)C=9C=CC=CC9)[P](C=1C=CC=CC1)(C=1C=CC=CC1)C=1C=CC=CC1 (Pd(PPh3)4). Product: FC1=C2N=C(C=3N(C2=CC(=C1)OC)C(=NC3C)C3=C(C=CC=C3)C)C (6-Fluoro-8-methoxy-3,4-dimethyl-1-(2-methylphenyl)-imidazo[1,5-a]quinoxaline). Isolated yield 29.8%. RXN SMILES: Br[C:2]1[N:6]2[C:7]3[C:12]([N:13]=[C:14]([CH3:15])[C:5]2=[C:4]([CH3:19])[N:3]=1)=[C:11]([F:16])[CH:10]=[C:9]([O:17][CH3:18])[CH:8]=3.[CH3:20][C:21]1[CH:26]=[CH:25][CH:24]=[CH:23][C:22]=1B(O)O.C([O-])([O-])=O.[K+].[K+]>C1C=CC([P]([Pd]([P](C2C=CC=CC=2)(C2C=CC=CC=2)C2C=CC=CC=2)([P](C2C=CC=CC=2)(C2C=CC=CC=2)C2C=CC=CC=2)[P](C2C=CC=CC=2)(C2C=CC=CC=2)C2C=CC=CC=2)(C2C=CC=CC=2)C2C=CC=CC=2)=CC=1>[F:16][C:11]1[CH:10]=[C:9]([O:17][CH3:18])[CH:8]=[C:7]2[C:12]=1[N:13]=[C:14]([CH3:15])[C:5]1[N:6]2[C:2]([C:22]2[CH:23]=[CH:24][CH:25]=[CH:26][C:21]=2[CH3:20])=[N:3][C:4]=1[CH3:19] |f:2.3.4,^1:39,41,60,79|. Procedure details: Following the general Suzuki coupling procedure, reaction of bromide 6A (65 mg, 0.2 mmol), 2-methylphenylboronic acid (40 mg, 0.3 mmol), K2CO3 (82 mg, 0.6 mmol) and Pd(PPh3)4 (5 mg, 0.004 mmol) provided the coupling product as an off-white powder (20 mg, 30% yield). EIMS 336.1 [M+H]+. The reactants are CCNC(=O)NN(C)CC(=O)O, CCOC(OCC)C(C)N(Cc1cccc2cccnc12)C(=O)C(N)CC(=O)OC(C)(C)C. Product: CCNC(=O)NN(C)CC(=O)NC(CC(=O)OC(C)(C)C)C(=O)N(Cc1cccc2cccnc12)C(C)C(OCC)OCC. As a reaction SMILES: [CH2:1]([CH3:2])[NH:3][C:4](=[O:5])[NH:6][N:7]([CH3:8])[CH2:9][C:10](=[O:11])[OH:12].[NH2:13][CH:14]([CH2:15][C:16](=[O:17])[O:18][C:19]([CH3:20])([CH3:21])[CH3:22])[C:23](=[O:24])[N:25]([CH2:26][c:27]1[cH:28][cH:29][cH:30][c:31]2[cH:32][cH:33][cH:34][n:35][c:36]12)[CH:37]([CH:38]([O:39][CH2:40][CH3:41])[O:42][CH2:43][CH3:44])[CH3:45]>>[CH2:1]([CH3:2])[NH:3][C:4](=[O:5])[NH:6][N:7]([CH3:8])[CH2:9][C:10](=[O:12])[NH:13][CH:14]([CH2:15][C:16](=[O:17])[O:18][C:19]([CH3:20])([CH3:21])[CH3:22])[C:23](=[O:24])[N:25]([CH2:26][c:27]1[cH:28][cH:29][cH:30][c:31]2[cH:32][cH:33][cH:34][n:35][c:36]12)[CH:37]([CH:38]([O:39][CH2:40][CH3:41])[O:42][CH2:43][CH3:44])[CH3:45]. The reactants are C1CCOC1, CCOC(=O)c1ccc(NC(=S)c2ccc3c(c2)C(c2ccc(C)cc2)=CCC3(C)C)cc1, CCO, [Na+], [OH-]. Product: Cc1ccc(C2=CCC(C)(C)c3ccc(C(=S)Nc4ccc(C(=O)O)cc4)cc32)cc1. As a reaction SMILES: [CH2:39]1[O:40][CH2:41][CH2:42][CH2:43]1.[CH3:1][C:2]1([CH3:33])[c:3]2[cH:4][cH:5][c:6]([C:19](=[S:20])[NH:21][c:22]3[cH:23][cH:24][c:25]([C:26](=[O:27])[O:28][CH2:29][CH3:30])[cH:31][cH:32]3)[cH:7][c:8]2[C:9]([c:12]2[cH:13][cH:14][c:15]([CH3:18])[cH:16][cH:17]2)=[CH:10][CH2:11]1.[CH3:36][CH2:37][OH:38].[Na+:35].[OH-:34]>>[CH3:1][C:2]1([CH3:33])[c:3]2[cH:4][cH:5][c:6]([C:19](=[S:20])[NH:21][c:22]3[cH:23][cH:24][c:25]([C:26](=[O:27])[OH:28])[cH:31][cH:32]3)[cH:7][c:8]2[C:9]([c:12]2[cH:13][cH:14][c:15]([CH3:18])[cH:16][cH:17]2)=[CH:10][CH2:11]1.